From a dataset of the Open Reaction Database (ORD), a public repository of structured organic reaction records. describe an organic reaction: reactants, conditions, products, and yield Product: ClC1=NC=CC=C1C1=C(C(=CN1S(=O)(=O)C1=CC(=CC=C1)F)CN(C(OC(C)(C)C)=O)C)F (tert-butyl ({5-(2-chloropyridin-3-yl)-4-fluoro-1-[(3-fluorophenyl)sulfonyl]-1H-pyrrol-3-yl}methyl)methylcarbamate). Run in O1CCCC1 (tetrahydrofuran), O1CCCC1 (tetrahydrofuran), O (water). Isolated yield 95.7%. Reported procedure: To a suspension of sodium hydride (60% in oil, 60 mg) in tetrahydrofuran (5 mL) were added dropwise a solution of tert-butyl {[5-(2-chloropyridin-3-yl)-4-fluoro-1H-pyrrol-3-yl]methyl}methylcarbamate (340 mg) in tetrahydrofuran (5 mL), 15-crown-5 (330 mg) and 3-fluorobenzenesulfonyl chloride (292 mg) under ice-cooling and the mixture was stirred for 10 min. The reaction mixture was diluted with water, and extracted with ethyl acetate. The separated aqueous layer was extracted again with ethyl ace... Run at time 10 minute. Reaction SMILES: [H-].[Na+].[Cl:3][C:4]1[C:9]([C:10]2[NH:14][CH:13]=[C:12]([CH2:15][N:16]([CH3:24])[C:17](=[O:23])[O:18][C:19]([CH3:22])([CH3:21])[CH3:20])[C:11]=2[F:25])=[CH:8][CH:7]=[CH:6][N:5]=1.C1OCCOCCOCCOCCOC1.[F:41][C:42]1[CH:43]=[C:44]([S:48](Cl)(=[O:50])=[O:49])[CH:45]=[CH:46][CH:47]=1>O1CCCC1.O>[Cl:3][C:4]1[C:9]([C:10]2[N:14]([S:48]([C:44]3[CH:45]=[CH:46][CH:47]=[C:42]([F:41])[CH:43]=3)(=[O:50])=[O:49])[CH:13]=[C:12]([CH2:15][N:16]([CH3:24])[C:17](=[O:23])[O:18][C:19]([CH3:21])([CH3:22])[CH3:20])[C:11]=2[F:25])=[CH:8][CH:7]=[CH:6][N:5]=1 |f:0.1|. Starting materials: ClC1=NC=CC=C1C1=C(C(=CN1)CN(C(OC(C)(C)C)=O)C)F (tert-butyl {[5-(2-chloropyridin-3-yl)-4-fluoro-1H-pyrrol-3-yl]methyl}methylcarbamate), C1COCCOCCOCCOCCO1 (15-crown-5), FC=1C=C(C=CC1)S(=O)(=O)Cl (3-fluorobenzenesulfonyl chloride), [H-].[Na+] (sodium hydride). Reactants: C([O-])([O-])=O.[K+].[K+] (potassium carbonate), C(O)([O-])=O.[Na+] (sodium hydrogen carbonate), ClC=1C=C(C=CC1OC1=CC(=CC=C1)C(F)(F)F)NC=1C2=C(N=CN1)C=CN2CCOCCO (2-{2-[4-({3-chloro-4-[3-(trifluoromethyl)phenoxy]phenyl}amino)-5H-pyrrolo[3,2-d]pyrimidin-5-yl]ethoxy}ethanol), ClC(C(=O)N=C=O)(Cl)Cl (trichloroacetyl isocyanate). The solvent is CO (methanol), C(C)(=O)OCC.O1CCCC1 (ethyl acetate tetrahydrofuran). Run at time 3 hour. The product is C(N)(OCCOCCN1C=CC=2N=CN=C(C21)NC2=CC(=C(C=C2)OC2=CC(=CC=C2)C(F)(F)F)Cl)=O (2-{2-[4-({3-chloro-4-[3-(trifluoromethyl)phenoxy]phenyl}amino)-5H-pyrrolo[3,2-d]pyrimidin-5-yl]ethoxy}ethyl carbamate). As a reaction SMILES: [Cl:1][C:2]1[CH:3]=[C:4]([NH:19][C:20]2[C:21]3[N:28]([CH2:29][CH2:30][O:31][CH2:32][CH2:33][OH:34])[CH:27]=[CH:26][C:22]=3[N:23]=[CH:24][N:25]=2)[CH:5]=[CH:6][C:7]=1[O:8][C:9]1[CH:14]=[CH:13][CH:12]=[C:11]([C:15]([F:18])([F:17])[F:16])[CH:10]=1.ClC(Cl)(Cl)[C:37]([N:39]=C=O)=[O:38].C(=O)([O-])[O-].[K+].[K+].C(=O)([O-])O.[Na+]>CO.C(OCC)(=O)C.O1CCCC1>[C:37](=[O:38])([O:34][CH2:33][CH2:32][O:31][CH2:30][CH2:29][N:28]1[C:21]2[C:20]([NH:19][C:4]3[CH:5]=[CH:6][C:7]([O:8][C:9]4[CH:14]=[CH:13][CH:12]=[C:11]([C:15]([F:17])([F:16])[F:18])[CH:10]=4)=[C:2]([Cl:1])[CH:3]=3)=[N:25][CH:24]=[N:23][C:22]=2[CH:26]=[CH:27]1)[NH2:39] |f:2.3.4,5.6,8.9|. Procedure details: To a solution of 2-{2-[4-({3-chloro-4-[3-(trifluoromethyl)phenoxy]phenyl}amino)-5H-pyrrolo[3,2-d]pyrimidin-5-yl]ethoxy}ethanol (84 mg) in a mixed solvent (1.0 mL) of toluene/dichloromethane (1/1) was added trichloroacetyl isocyanate (22 μL) under ice-cooling, and the mixture was stirred for 3 hrs. To the reaction mixture were added methanol (0.2 mL) and potassium carbonate (71 mg), and the mixture was stirred at room temperature for 12 hrs. The reaction mixture was poured into 5% aqueous sodium ... Reactants: CC(C)c1ccc(C2OC(CO)C(O)C(O)C2O)cc1Cc1ccc2c(c1)N(Cc1ccccc1)CCO2, CO, Cl. Product: CC(C)c1ccc(C2OC(CO)C(O)C(O)C2O)cc1Cc1ccc2c(c1)NCCO2. Reaction SMILES: [CH2:1]([c:2]1[cH:3][cH:4][cH:5][cH:6][cH:7]1)[N:8]1[CH2:9][CH2:10][O:11][c:12]2[c:13]1[cH:14][c:15]([CH2:18][c:19]1[cH:20][c:21]([CH:28]3[O:29][CH:30]([CH2:37][OH:38])[CH:31]([OH:36])[CH:32]([OH:35])[CH:33]3[OH:34])[cH:22][cH:23][c:24]1[CH:25]([CH3:26])[CH3:27])[cH:16][cH:17]2.[CH3:40][OH:41].[ClH:39]>>[NH:8]1[CH2:9][CH2:10][O:11][c:12]2[c:13]1[cH:14][c:15]([CH2:18][c:19]1[cH:20][c:21]([CH:28]3[O:29][CH:30]([CH2:37][OH:38])[CH:31]([OH:36])[CH:32]([OH:35])[CH:33]3[OH:34])[cH:22][cH:23][c:24]1[CH:25]([CH3:26])[CH3:27])[cH:16][cH:17]2.